Dataset: the Open Reaction Database (ORD), a public repository of structured organic reaction records. Task: describe an organic reaction: reactants, conditions, products, and yield The reactants are CCOP(=O)(Cc1ccccc1CCBr)OCC, CCOC(=O)C(NC(C)=O)C(=O)OCC, CCO, Cc1ccccc1, [Na]. Product: CCOC(=O)C(CCc1ccccc1CP(=O)(OCC)OCC)(NC(C)=O)C(=O)OCC. Reaction SMILES: [Br:17][CH2:18][CH2:19][c:20]1[c:21]([CH2:22][P:23]([O:24][CH2:25][CH3:26])([O:27][CH2:28][CH3:29])=[O:30])[cH:31][cH:32][cH:33][cH:34]1.[C:2]([CH3:3])(=[O:4])[NH:5][CH:6]([C:7](=[O:8])[O:9][CH2:10][CH3:11])[C:12](=[O:13])[O:14][CH2:15][CH3:16].[CH3:35][CH2:36][OH:37].[CH3:38][c:39]1[cH:40][cH:41][cH:42][cH:43][cH:44]1.[Na:1]>>[C:2]([CH3:3])(=[O:4])[NH:5][C:6]([C:7](=[O:8])[O:9][CH2:10][CH3:11])([C:12](=[O:13])[O:14][CH2:15][CH3:16])[CH2:18][CH2:19][c:20]1[c:21]([CH2:22][P:23]([O:24][CH2:25][CH3:26])([O:27][CH2:28][CH3:29])=[O:30])[cH:31][cH:32][cH:33][cH:34]1. The reactants are C1CCOC1, ClCCl, O=C(Cl)c1cccc(F)c1, Nc1ccc(Cl)c(C(=O)O)c1. Product: O=C(Nc1ccc(Cl)c(C(=O)O)c1)c1cccc(F)c1. Reaction SMILES: [CH2:25]1[O:26][CH2:27][CH2:28][CH2:29]1.[Cl:22][CH2:23][Cl:24].[F:12][c:13]1[cH:14][c:15]([C:16](=[O:17])[Cl:18])[cH:19][cH:20][cH:21]1.[NH2:1][c:2]1[cH:3][cH:4][c:5]([Cl:11])[c:6]([C:7](=[O:8])[OH:9])[cH:10]1>>[NH:1]([c:2]1[cH:3][cH:4][c:5]([Cl:11])[c:6]([C:7](=[O:8])[OH:9])[cH:10]1)[C:16]([c:15]1[cH:14][c:13]([F:12])[cH:21][cH:20][cH:19]1)=[O:17]. Reported procedure: A solution of 25 g (61.7 mmol) of 2-[(3S,4R)-3-(tert.-butyl-dimethyl-silyloxymethyl)-4-methylsulphonyl-2-oxoazetidin-1-yl]-3-methyl-2-butenoic acid methyl ester in 400 ml of methylene chloride is treated at -10° with an ozone/oxygen mixture. The disappearance of the starting material is monitored by thin layer chromatography. When the reaction is complete, 30 ml of dimethyl sulphide are added and the mixture is stirred for a further 3 hours at room temperature. The solution is concentrated and t... Run at time 3 hour. The reactants are COC(C(=C(C)C)N1C([C@@H]([C@H]1S(=O)(=O)C)C(O[SiH2]C(C)(C)C)(C)C)=O)=O (2-[(3S,4R)-3-(tert.-butyl-dimethyl-silyloxymethyl)-4-methylsulphonyl-2-oxoazetidin-1-yl]-3-methyl-2-butenoic acid methyl ester), O=[O+][O-].O=O (ozone oxygen), CSC (dimethyl sulphide). Product: C(C)(C)(C)[SiH2]OC([C@H]1C(N[C@@H]1S(=O)(=O)C)=O)(C)C ((3S,4R)- 3-(tert.-butyl-dimethyl-silyloxymethyl)-4-methylsulphonylazetidin-2-one). RXN SMILES: COC(=O)C([N:8]1[C@H:11]([S:12]([CH3:15])(=[O:14])=[O:13])[C@@H:10]([C:16]([CH3:24])([CH3:23])[O:17][SiH2:18][C:19]([CH3:22])([CH3:21])[CH3:20])[C:9]1=[O:25])=C(C)C.O=[O+][O-].O=O.CSC>C(Cl)Cl>[C:19]([SiH2:18][O:17][C:16]([CH3:24])([CH3:23])[C@@H:10]1[C@@H:11]([S:12]([CH3:15])(=[O:14])=[O:13])[NH:8][C:9]1=[O:25])([CH3:22])([CH3:21])[CH3:20] |f:1.2|. Run in C(Cl)Cl (methylene chloride).